From a dataset of the Open Reaction Database (ORD), a public repository of structured organic reaction records. describe an organic reaction: reactants, conditions, products, and yield The reactants are Br, Br, Cc1cc(C)nc(N)c1, O=N[O-], [Na+], [Na+], O=N[O-], [OH-]. Product: Cc1cc(C)nc(Br)c1. As a reaction SMILES: [Br:11].[BrH:1].[CH3:2][c:3]1[cH:4][c:5]([NH2:10])[n:6][c:7]([CH3:9])[cH:8]1.[N:12]([O-:13])=[O:14].[Na+:15].[Na+:20].[O-:16][N:17]=[O:18].[OH-:19]>>[Br:1][c:5]1[cH:4][c:3]([CH3:2])[cH:8][c:7]([CH3:9])[n:6]1. Run in CN(C)C=O (DMF). The reactants are O (water), CC1=C(C(=NC(=C1)C)NC1=CC=C(C=C1)CCNC(OC1=CC=CC=C1)=O)[N+](=O)[O-] (Phenyl 2-{4-[(4,6-dimethyl-3-nitro-2-pyridinyl)amino]phenyl}ethylcarbamate), CC=1C=CC(=CC1)S(=O)(=O)N (p-toluenesulfonamide), [H-].[Na+] (sodium hydride). Procedure: To a stirred solution of phenyl 2-{4-[(4,6-dimethyl-3-nitro-2-pyridinyl)amino]phenyl}ethylcarbamate (step 2, 10.0 g, 24.6 mmol) and p-toluenesulfonamide (6.3 g, 36.8 mmol) in DMF (100 mL) was added sodium hydride (2.0 g, 50 mmol). The reaction mixture was stirred at room temperature for 1 h. The reaction mixture was poured into water (300 mL) and extracted with ethyl acetate/toluene (v/v, 2:1, 2×300 mL). The organic extracts were washed with water (100 mL) and brine (200 mL), then dried (Na2SO4)... Run at time 1 hour. Product: CC1=C(C(=NC(=C1)C)NC1=CC=C(C=C1)CCNC(=O)NS(=O)(=O)C1=CC=C(C=C1)C)[N+](=O)[O-] (4,6-Dimethyl-2-(4-{2-[({[(4-methylphenyl)sulfonyl]amino}carbonyl)amino]ethyl}anilino)-3-nitropyridine). As a reaction SMILES: [CH3:1][C:2]1[CH:7]=[C:6]([CH3:8])[N:5]=[C:4]([NH:9][C:10]2[CH:15]=[CH:14][C:13]([CH2:16][CH2:17][NH:18][C:19](=[O:27])OC3C=CC=CC=3)=[CH:12][CH:11]=2)[C:3]=1[N+:28]([O-:30])=[O:29].[CH3:31][C:32]1[CH:33]=[CH:34][C:35]([S:38]([NH2:41])(=[O:40])=[O:39])=[CH:36][CH:37]=1.[H-].[Na+].O>CN(C=O)C>[CH3:1][C:2]1[CH:7]=[C:6]([CH3:8])[N:5]=[C:4]([NH:9][C:10]2[CH:15]=[CH:14][C:13]([CH2:16][CH2:17][NH:18][C:19]([NH:41][S:38]([C:35]3[CH:36]=[CH:37][C:32]([CH3:31])=[CH:33][CH:34]=3)(=[O:39])=[O:40])=[O:27])=[CH:12][CH:11]=2)[C:3]=1[N+:28]([O-:30])=[O:29] |f:2.3|. Isolated yield 80.7%.